Dataset: the Open Reaction Database (ORD), a public repository of structured organic reaction records. Task: describe an organic reaction: reactants, conditions, products, and yield Reactants: O1C(CCCC1)OCC1=CC=C(C=C1)C1=C(C=CC=C1)N=C=O (4-(Tetrahydropyranyloxy)methyl-2'-isocyanato-1,1'-biphenyl), CNC (dimethylamine). Run in CO (methanol). Run at time 15 minute. Yields the product OCC1=CC=C(C=C1)C1=C(C=CC=C1)NC(=O)N(C)C (4-Hydroxymethyl-2'-(dimethylaminocarbonyl)amino-1,1'-biphenyl). Reaction SMILES: O1CCCCC1[O:7][CH2:8][C:9]1[CH:14]=[CH:13][C:12]([C:15]2[CH:20]=[CH:19][CH:18]=[CH:17][C:16]=2[N:21]=[C:22]=[O:23])=[CH:11][CH:10]=1.[CH3:24][NH:25][CH3:26]>CO>[OH:7][CH2:8][C:9]1[CH:14]=[CH:13][C:12]([C:15]2[CH:20]=[CH:19][CH:18]=[CH:17][C:16]=2[NH:21][C:22]([N:25]([CH3:26])[CH3:24])=[O:23])=[CH:11][CH:10]=1. Reported procedure: A solution of the crude intermediate from Step A in 4 mL of methanol was treated with 4 mL of 40% aqueous dimethylamine. After stirring at room temperature for 15 minutes, the reaction mixture was evaporated under vacuum and the residue dissolved in 4 mL of methanol and treated with 1 mL of 10% methanolic p-toluenesulfonic acid. After 15 minutes at room temperature, the reaction mixture was treated with saturated aqueous sodium bicarbonate. The mixture was diluted with water then extracted with ...